This data is from the Open Reaction Database (ORD), a public repository of structured organic reaction records. The task is: describe an organic reaction: reactants, conditions, products, and yield Reactants: CCOC(C)OCc1ccccc1C(=O)C(=O)NC, CO, NO, O. The product is CCOC(C)OCc1ccccc1C(=NO)C(=O)NC. As a reaction SMILES: [CH2:5]([CH3:6])[O:7][CH:8]([CH3:9])[O:10][CH2:11][c:12]1[c:13]([C:18]([C:19](=[O:20])[NH:21][CH3:22])=[O:23])[cH:14][cH:15][cH:16][cH:17]1.[CH3:1][OH:2].[NH2:3][OH:4].[OH2:24]>>[N:3]([OH:4])=[C:18]([c:13]1[c:12]([CH2:11][O:10][CH:8]([O:7][CH2:5][CH3:6])[CH3:9])[cH:17][cH:16][cH:15][cH:14]1)[C:19](=[O:20])[NH:21][CH3:22]. Reactants: Fc1ccc(Br)c(F)c1, CNCCNC, Cc1ccccc1. The product is CNCCN(C)c1ccc(F)cc1F. Reaction SMILES: [Br:1][c:2]1[c:3]([F:9])[cH:4][c:5]([F:8])[cH:6][cH:7]1.[CH3:10][NH:11][CH2:12][CH2:13][NH:14][CH3:15].[CH3:16][c:17]1[cH:18][cH:19][cH:20][cH:21][cH:22]1>>[c:2]1([N:11]([CH3:10])[CH2:12][CH2:13][NH:14][CH3:15])[c:3]([F:9])[cH:4][c:5]([F:8])[cH:6][cH:7]1. Reactants: C(C)(=O)[O-].[NH4+] (ammonium acetate), COC(CC1C(C2=CC=CC=C2C1)=O)=O ((1-Oxo-indan-2-yl)-acetic acid methyl ester), C(#N)[BH3-].[Na+] (sodium cyanoborohydride). The solvent is CO (methanol), CO (methanol). Reaction conditions: time 30 minute. Yields the product N1C2C(CC1=O)CC1=CC=CC=C12 (3,3a,4,8b-tetrahydro-1H-indeno[1,2-b]pyrrol-2-one). As a reaction SMILES: C([O-])(=O)C.[NH4+].C[O:7][C:8](=O)[CH2:9][CH:10]1[CH2:18][C:17]2[C:12](=[CH:13][CH:14]=[CH:15][CH:16]=2)[C:11]1=O.C([BH3-])#[N:22].[Na+]>CO>[NH:22]1[C:8](=[O:7])[CH2:9][CH:10]2[CH2:18][C:17]3[C:12]([CH:11]12)=[CH:13][CH:14]=[CH:15][CH:16]=3 |f:0.1,3.4|. Procedure: A solution of ammonium acetate (3.77 g, 48.9 mmol) was coevaporated in anhydrous methanol. Then, (1-Oxo-indan-2-yl)-acetic acid methyl ester H1 (1.00 g, 4.89 mmol) in methanol (40 mL) was added followed by molecular sieves (4.9 g). The solution was stirred for 30 min and sodium cyanoborohydride (0.92 g, 14.9 mmol) was added. The suspension was refluxed for 40 h. The solution was filtered through celite. A saturated solution of sodium hydrogenocarbonate was added and the solution was extracted wi... The product is C(C)(C)(C)C1=CC=C(C=C1)C[C@H](CO)C ((R)-3-(4-tert.butylphenyl)-2-methylpropan-1-ol). As a reaction SMILES: O=O.[C:3]([C:7]1[CH:12]=[CH:11][C:10](/[CH:13]=[C:14](\[CH3:17])/[CH2:15][OH:16])=[CH:9][CH:8]=1)([CH3:6])([CH3:5])[CH3:4]>C1(C)C=CC=CC=1>[C:3]([C:7]1[CH:8]=[CH:9][C:10]([CH2:13][C@@H:14]([CH3:17])[CH2:15][OH:16])=[CH:11][CH:12]=1)([CH3:6])([CH3:4])[CH3:5]. The solvent is C1(=CC=CC=C1)C (toluene). The reagents and catalysts are catalyst. Isolated yield 98.3%. Starting materials: O=O (O2), C(C)(C)(C)C1=CC=C(C=C1)/C=C(/CO)\C ((E)-3-(4-tert.butylphenyl)-2-methylprop-2-en-1-ol). Procedure: A 500 ml autoclave was charged in a glove box (O2 content <1 ppm) with 16.11 g (78.85 mmol) of (E)-3-(4-tert.butylphenyl)-2-methylprop-2-en-1-ol, 145 ml of toluene and 5 ml of catalyst solution (in accordance with a)). This mixture was hydrogenated at 100°, a constant pressure of 60 bar H2 and while stirring intensively. The conversion was >99% after 22 hours. The pale yellow hydrogenation solution was rinsed from the autoclave and evaporated on a rotary evaporator at 60°/17 mbar. The residue wa... The reactants are C (charcoal), C (charcoal), C(C)#N (acetonitrile), CN (methylamine), N1=CC=C(C=C1)C1(SCCC1)C(=S)SC (methyl 2-(pyrid-4-yl)-tetrahydrothiophen-2-carbodithioate), C (charcoal). The solvent is C(C)O (ethanol), C(C)O (ethanol), C(C)O (ethanol), C(C)O (ethanol). Reaction conditions: temperature 20 celsius, time 1 hour. Product: CNC(=S)C1(SCCC1)C1=CC=NC=C1 (N-Methyl-2-(pyrid-4-yl)-tetrahydrothiophen-2-carbothioamide). Reaction SMILES: CN.[N:3]1[CH:8]=[CH:7][C:6]([C:9]2([C:14]([S:16]C)=S)[CH2:13][CH2:12][CH2:11][S:10]2)=[CH:5][CH:4]=1.C.[C:19](#[N:21])C>C(O)C>[CH3:19][NH:21][C:14]([C:9]1([C:6]2[CH:7]=[CH:8][N:3]=[CH:4][CH:5]=2)[CH2:13][CH2:12][CH2:11][S:10]1)=[S:16]. Reported procedure: A 33% (weight/volume) solution of methylamine in ethanol (12 cc) is added dropwise, in the course of 15 minutes, to a solution of methyl 2-(pyrid-4-yl)-tetrahydrothiophen-2-carbodithioate (16 g) in ethanol (35 cc), kept at 20° C. The solution is subsequently stirred for 1 hour at a temperature of about 20° C. and is then cooled to 0° C. The resulting crystals are filtered off, washed twice with ethanol (30 cc in total) and dried under reduced pressure (20 mm Hg; 2.7 kPa) at a temperature of abou... Yields the product CN(C)CCOc1cccc(N)c1. Reactants: C1CCOC1, CN(C)CCO, CCOC(=O)N=NC(=O)OCC, Nc1cccc(O)c1. RXN SMILES: [CH2:27]1[O:28][CH2:29][CH2:30][CH2:31]1.[CH3:21][N:22]([CH3:23])[CH2:24][CH2:25][OH:26].[N:9]([C:10]([O:11][CH2:12][CH3:13])=[O:14])=[N:15][C:16]([O:17][CH2:18][CH3:19])=[O:20].[NH2:1][c:2]1[cH:3][cH:4][cH:5][c:6]([OH:7])[cH:8]1>>[NH2:1][c:2]1[cH:3][cH:4][cH:5][c:6]([O:7][CH2:25][CH2:24][N:22]([CH3:21])[CH3:23])[cH:8]1.